This data is from the Open Reaction Database (ORD), a public repository of structured organic reaction records. The task is: describe an organic reaction: reactants, conditions, products, and yield The solvent is C1CCOC1 (THF), CC(C)(C)OC (MTBE). The product is C(C1=CC=CC=C1)OC(=O)NN[C@](C(=O)O)(CC1=CC(=C(C=C1)O)O)C ((S)-2-(2-((benzyloxy)carbonyl)-hydrazinyl)-3-(3,4-dihydroxyphenyl)-2-methylpropanoic acid), C1CCOC1 (THF). The reactants are C(C1=CC=CC=C1)OC(=O)ON1C(CCC1=O)=O (N-(benzyloxycarbonyloxy)succinimide), C[C@](CC1=CC(=C(C=C1)O)O)(C(=O)O)NN.O (carbidopa monohydrate), C([O-])(O)=O.[Na+] (sodium bicarbonate), O (water). RXN SMILES: [CH3:1][C@@:2]([NH:15][NH2:16])([C:12]([OH:14])=[O:13])[CH2:3][C:4]1[CH:9]=[CH:8][C:7]([OH:10])=[C:6]([OH:11])[CH:5]=1.O.C(=O)(O)[O-].[Na+].O.[CH2:24]([O:31][C:32](ON1[C:39](=O)[CH2:38][CH2:37][C:36]1=[O:41])=[O:33])[C:25]1[CH:30]=[CH:29][CH:28]=[CH:27][CH:26]=1>CC(OC)(C)C.C1COCC1>[CH2:24]([O:31][C:32]([NH:16][NH:15][C@@:2]([CH3:1])([CH2:3][C:4]1[CH:9]=[CH:8][C:7]([OH:10])=[C:6]([OH:11])[CH:5]=1)[C:12]([OH:14])=[O:13])=[O:33])[C:25]1[CH:30]=[CH:29][CH:28]=[CH:27][CH:26]=1.[CH2:37]1[CH2:36][O:41][CH2:39][CH2:38]1 |f:0.1,2.3|. The yield is 87.7%. Reported procedure: A slurry of carbidopa monohydrate (20.0 g, 82 mmol), sodium bicarbonate (7.57 g, 90 mmol), water (200 mL), and THF (100 mL) was cooled to 5° C. to 10° C. and N-(benzyloxycarbonyloxy)succinimide (20.4 g, 82 mmol) was added. The mixture was warmed to ambient temperature and became a nearly homogeneous solution over 5 hours, when LC-MS showed nearly complete reaction. The solution was diluted with MTBE (100 mL), the layers separated, and organic layer extracted with saturated aqueous NaHCO3 (100 mL... Starting materials: C=C1C=2N(C=CC3=C1C=CC=C3)C(=NN2)S(=O)C (11-methylene-3-methylsulfinyl-11H-s-triazolo[3,4-b][3]benzazepine), C[O-].[Na+] (sodium methoxide). The product is COC1=NN=C2C(C3=C(C=CN21)C=CC=C3)=C (3-methoxy-11-methylene-11H-s-triazolo[3,4-b][3]benzazepine). Reaction SMILES: [CH2:1]=[C:2]1[C:8]2[CH:9]=[CH:10][CH:11]=[CH:12][C:7]=2[CH:6]=[CH:5][N:4]2[C:13](S(C)=O)=[N:14][N:15]=[C:3]12.[CH3:19][O-:20].[Na+]>>[CH3:19][O:20][C:13]1[N:4]2[C:3]([C:2](=[CH2:1])[C:8]3[CH:9]=[CH:10][CH:11]=[CH:12][C:7]=3[CH:6]=[CH:5]2)=[N:15][N:14]=1 |f:1.2|. Procedure: The reaction of 11-methylene-3-methylsulfinyl-11H-s-triazolo[3,4-b][3]benzazepine with sodium methoxide yielded 3-methoxy-11-methylene-11H-s-triazolo[3,4-b][3]benzazepine. Colorless needles (as recrystallized from ethyl acetate), melting point: 160°-161° C. Starting materials: CC(C)Sc1cc(Br)ccc1C(=O)O, O=C(n1ccnc1)n1ccnc1, CS(N)(=O)=O, CN(C)C=O, Cl. Yields the product CC(C)Sc1cc(Br)ccc1C(=O)NS(C)(=O)=O. Reaction SMILES: [Br:1][c:2]1[cH:3][c:4]([S:11][CH:12]([CH3:13])[CH3:14])[c:5]([C:6](=[O:7])[OH:8])[cH:9][cH:10]1.[C:15]([n:16]1[cH:17][cH:18][n:19][cH:20]1)([n:21]1[cH:22][cH:23][n:24][cH:25]1)=[O:26].[CH3:27][S:28](=[O:29])(=[O:30])[NH2:31].[CH3:33][N:34]([CH3:35])[CH:36]=[O:37].[ClH:32]>>[Br:1][c:2]1[cH:3][c:4]([S:11][CH:12]([CH3:13])[CH3:14])[c:5]([C:6](=[O:7])[NH:31][S:28]([CH3:27])(=[O:29])=[O:30])[cH:9][cH:10]1.